Dataset: the Open Reaction Database (ORD), a public repository of structured organic reaction records. Task: describe an organic reaction: reactants, conditions, products, and yield The reactants are OC=1C=C2C(C=C(OC2=CC1)C1=CC=CC=C1)=O (6-hydroxyflavone), C(C1=CC=CC=C1)OC=1C(OC(C1OCC1=CC=CC=C1)CCO)=O (3,4-dibenzyloxy-5-(2-hydroxyethyl)-2(5H)-furanone), 3,4-dihydroxy-5-[2-(4-phenoxy)phenoxyethyl]-2(5H)-furanone. Product: OC=1C(OC(C1O)CCOC=1C=C2C(C=C(OC2=CC1)C1=CC=CC=C1)=O)=O (3,4-dihydroxy-5-[2-(flavone-6-oxy)ethyl]-2(5H)-furanone). As a reaction SMILES: [OH:1][C:2]1[CH:3]=[C:4]2[C:9](=[CH:10][CH:11]=1)[O:8][C:7]([C:12]1[CH:17]=[CH:16][CH:15]=[CH:14][CH:13]=1)=[CH:6][C:5]2=[O:18].C([O:26][C:27]1[C:28](=[O:43])[O:29][CH:30]([CH2:40][CH2:41]O)[C:31]=1[O:32]CC1C=CC=CC=1)C1C=CC=CC=1>>[OH:26][C:27]1[C:28](=[O:43])[O:29][CH:30]([CH2:40][CH2:41][O:1][C:2]2[CH:3]=[C:4]3[C:9](=[CH:10][CH:11]=2)[O:8][C:7]([C:12]2[CH:17]=[CH:16][CH:15]=[CH:14][CH:13]=2)=[CH:6][C:5]3=[O:18])[C:31]=1[OH:32]. Procedure: Mitsunoble coupling of 0.33 g (1.4 mmol) of 6-hydroxyflavone with 0.40 g (1.17 mmol) of 3,4-dibenzyloxy-5-(2-hydroxyethyl)-2(5H)-furanone and subsequent benzyl group deprotection by hydrogenation were performed in a similar manner as described in the synthesis of 3,4-dihydroxy-5-[2-(4-phenoxy)phenoxyethyl]-2(5H)-furanone to provide 3,4-dihydroxy-5-[2-(flavone-6-oxy)ethyl]-2(5H)-furanone as a tan solid: mp 200-220° C. dec. (acetone/hexanes), 1H NMR (DMSO-d6) δ 8.13-7.36 (m, 8H), 7.01 (s, 1H), 4.9...